Dataset: the Open Reaction Database (ORD), a public repository of structured organic reaction records. Task: describe an organic reaction: reactants, conditions, products, and yield Reactants: C1(CCCCC1)C1=C(C=NC=2N1N=CC2C#N)C2=CC=C(C=C2)O (7-cyclohexyl-6-(4-hydroxy-phenyl)-pyrazolo[1,5-a]pyrimidine-3-carbonitrile), C([O-])([O-])=O.[Cs+].[Cs+] (cesium carbonate), FC(C=1C=C(CBr)C=CC1)(F)F (3-(trifluoromethyl)-benzyl bromide). Solvent: O (water), CN(C=O)C (dimethylformamide). Conditions: time 8 hour. Yields the product C1(CCCCC1)C1=C(C=NC=2N1N=CC2C#N)C2=CC=C(C=C2)OCC2=CC(=CC=C2)C(F)(F)F (7-cyclohexyl-6-[4-(3-trifluoromethyl-benzyloxy)-phenyl]-pyrazolo[1,5-a]pyrimidine-3-carbonitrile). The yield is 80.2%. Reaction SMILES: [CH:1]1([C:7]2[N:12]3[N:13]=[CH:14][C:15]([C:16]#[N:17])=[C:11]3[N:10]=[CH:9][C:8]=2[C:18]2[CH:23]=[CH:22][C:21]([OH:24])=[CH:20][CH:19]=2)[CH2:6][CH2:5][CH2:4][CH2:3][CH2:2]1.C(=O)([O-])[O-].[Cs+].[Cs+].[F:31][C:32]([F:42])([F:41])[C:33]1[CH:34]=[C:35]([CH:38]=[CH:39][CH:40]=1)[CH2:36]Br>CN(C)C=O.O>[CH:1]1([C:7]2[N:12]3[N:13]=[CH:14][C:15]([C:16]#[N:17])=[C:11]3[N:10]=[CH:9][C:8]=2[C:18]2[CH:19]=[CH:20][C:21]([O:24][CH2:36][C:35]3[CH:38]=[CH:39][CH:40]=[C:33]([C:32]([F:31])([F:41])[F:42])[CH:34]=3)=[CH:22][CH:23]=2)[CH2:2][CH2:3][CH2:4][CH2:5][CH2:6]1 |f:1.2.3|. Procedure details: To a solution of 53 mg (0.17 mmol) of 7-cyclohexyl-6-(4-hydroxy-phenyl)-pyrazolo[1,5-a]pyrimidine-3-carbonitrile in 3 mL of dimethylformamide (DMF) was added 72 mg (0.22 mmol) of cesium carbonate (Cs2CO3), followed by 0.034 mL (0.22 mmol) of 3-(trifluoromethyl)-benzyl bromide, and the resulting heterogeneous mixture was stirred at rt overnight. The reaction mixture was diluted with water and extracted with ethyl acetate, and the combined organic extracts were concentrated to give a residue which... The reactants are C(C)(=O)N1C(CC2=CC(=CC=C12)C(C)=O)=O (1,5-diacetyl-2-indolinone), ClC1=CC=C(C(=O)O)C=C1 (4-chlorobenzoic acid). Product: C(C)(=O)N1C(C(C2=CC(=CC=C12)C(C)=O)=C(O)C1=CC=C(C=C1)Cl)=O (1,5-diacetyl-3-[(4-chloro-phenyl)-hydroxy-methylidene]-2-indolinone). RXN SMILES: [C:1]([N:4]1[C:12]2[C:7](=[CH:8][C:9]([C:13](=[O:15])[CH3:14])=[CH:10][CH:11]=2)[CH2:6][C:5]1=[O:16])(=[O:3])[CH3:2].[Cl:17][C:18]1[CH:26]=[CH:25][C:21]([C:22](O)=[O:23])=[CH:20][CH:19]=1>>[C:1]([N:4]1[C:12]2[C:7](=[CH:8][C:9]([C:13](=[O:15])[CH3:14])=[CH:10][CH:11]=2)[C:6](=[C:22]([C:21]2[CH:25]=[CH:26][C:18]([Cl:17])=[CH:19][CH:20]=2)[OH:23])[C:5]1=[O:16])(=[O:3])[CH3:2]. Procedure details: Prepared from 1,5-diacetyl-2-indolinone and 4-chlorobenzoic acid Starting materials: [BH4-], CC(=O)O, CO, CC(C)(C)OC(=O)Nc1ccc2c(c1)C(C=O)c1cc(NC(=O)OC(C)(C)C)ccc1-2, [Na+], O. The product is CC(C)(C)OC(=O)Nc1ccc2c(c1)C(CO)c1cc(NC(=O)OC(C)(C)C)ccc1-2. Reaction SMILES: [BH4-:32].[CH3:34][C:35](=[O:36])[OH:37].[CH3:38][OH:39].[CH:1](=[O:2])[CH:3]1[c:4]2[cH:5][c:6]([NH:24][C:25](=[O:26])[O:27][C:28]([CH3:29])([CH3:30])[CH3:31])[cH:7][cH:8][c:9]2-[c:10]2[cH:11][cH:12][c:13]([NH:16][C:17](=[O:18])[O:19][C:20]([CH3:21])([CH3:22])[CH3:23])[cH:14][c:15]21.[Na+:33].[OH2:40]>>[CH2:1]([OH:2])[CH:3]1[c:4]2[cH:5][c:6]([NH:24][C:25](=[O:26])[O:27][C:28]([CH3:29])([CH3:30])[CH3:31])[cH:7][cH:8][c:9]2-[c:10]2[cH:11][cH:12][c:13]([NH:16][C:17](=[O:18])[O:19][C:20]([CH3:21])([CH3:22])[CH3:23])[cH:14][c:15]21.